Task: describe an organic reaction: reactants, conditions, products, and yield. Dataset: the Open Reaction Database (ORD), a public repository of structured organic reaction records Starting materials: O (water), BrC1=CC(=C(C=C1)O)Cl (4-bromo-2-chlorophenol), C([O-])([O-])=O.[K+].[K+] (potassium carbonate), BrCCOCC (2-bromoethylethyl ether). Run in CN(C)C=O (DMF). Reaction conditions: temperature 60 celsius, time 18 hour. Product: BrC1=CC(=C(C=C1)OCCOCC)Cl (4-bromo-2-chloro-1-(2-ethoxyethoxy)benzene). As a reaction SMILES: [Br:1][C:2]1[CH:7]=[CH:6][C:5]([OH:8])=[C:4]([Cl:9])[CH:3]=1.C(=O)([O-])[O-].[K+].[K+].Br[CH2:17][CH2:18][O:19][CH2:20][CH3:21].O>CN(C=O)C>[Br:1][C:2]1[CH:7]=[CH:6][C:5]([O:8][CH2:17][CH2:18][O:19][CH2:20][CH3:21])=[C:4]([Cl:9])[CH:3]=1 |f:1.2.3|. Reported procedure: To a mixture of 4-bromo-2-chlorophenol (15.92 g) and potassium carbonate (15.9 g) in DMF (100 ml) was added at room temperature 2-bromoethylethyl ether (9.51 ml), and the mixture was stirred at 60° C. for 18 hours. To the mixture was added water, and the mixture was extracted with diethylether. The organic layer was washed with saturated brine and dried with magnesium sulfate. The solvent was evaporated under reduced pressure to give pale yellow oil of 4-bromo-2-chloro-1-(2-ethoxyethoxy)benzene ... Reactants: C(C)(=O)C1=C(C(=C(OCC(=O)O)C=C1)CCC)O ((4-Acetyl-3-hydroxy-2-propylphenoxy)acetic acid), N1=CC(=CC=C1)CCCCN (3-pyridine butanamine). Yields the product C(C)(=O)C1=C(C(=C(OCC(=O)NCCCCC=2C=NC=CC2)C=C1)CCC)O ((4-acetyl-3-hydroxy-2-propylphenoxy)-N-[4-(3-pyridinyl)butyl]acetamide). As a reaction SMILES: [C:1]([C:4]1[CH:14]=[CH:13][C:7]([O:8][CH2:9][C:10]([OH:12])=O)=[C:6]([CH2:15][CH2:16][CH3:17])[C:5]=1[OH:18])(=[O:3])[CH3:2].[N:19]1[CH:24]=[CH:23][CH:22]=[C:21]([CH2:25][CH2:26][CH2:27][CH2:28][NH2:29])[CH:20]=1>>[C:1]([C:4]1[CH:14]=[CH:13][C:7]([O:8][CH2:9][C:10]([NH:29][CH2:28][CH2:27][CH2:26][CH2:25][C:21]2[CH:20]=[N:19][CH:24]=[CH:23][CH:22]=2)=[O:12])=[C:6]([CH2:15][CH2:16][CH3:17])[C:5]=1[OH:18])(=[O:3])[CH3:2]. Reported procedure: (4-Acetyl-3-hydroxy-2-propylphenoxy)acetic acid was allowed to react with 3-pyridine butanamine according to procedure A and the product was purified by chromatography on silica gel to give (4-acetyl-3-hydroxy-2-propylphenoxy)-N-[4-(3-pyridinyl)butyl]acetamide, the title compound, mp 95°-97° (from methylene chloride-ether) in 57% yield. Starting materials: Cl (hydrogen chloride), Cl.C(C)(C)(C)NCC#N (tert-butylaminoacetonitrile hydrochloride), C(CCC)OC(=O)C=1NC2=C(C=CC=C2C1)O (7-hydroxyindole-2-carboxylic acid n-butyl ester), [Cl-].[Al+3].[Cl-].[Cl-] (aluminum chloride), [N+](=O)([O-])C1=CC=CC=C1 (nitrobenzene), ice water. Reaction conditions: time 16 hour. The product is Cl.C(CCC)OC(=O)C=1NC2=C(C=CC(=C2C1)C(CNC(C)(C)C)=O)O (4-tert-butylaminoacetyl-7-hydroxyindole-2-carboxylic acid n-butyl ester hydrochloride). Reaction SMILES: [ClH:1].[C:2]([NH:6][CH2:7][C:8]#N)([CH3:5])([CH3:4])[CH3:3].[CH2:10]([O:14][C:15]([C:17]1[NH:18][C:19]2[C:24]([CH:25]=1)=[CH:23][CH:22]=[CH:21][C:20]=2[OH:26])=[O:16])[CH2:11][CH2:12][CH3:13].[Cl-].[Al+3].[Cl-].[Cl-].Cl.[N+](C1C=CC=CC=1)([O-])=[O:33]>>[ClH:1].[CH2:10]([O:14][C:15]([C:17]1[NH:18][C:19]2[C:24]([CH:25]=1)=[C:23]([C:8](=[O:33])[CH2:7][NH:6][C:2]([CH3:3])([CH3:4])[CH3:5])[CH:22]=[CH:21][C:20]=2[OH:26])=[O:16])[CH2:11][CH2:12][CH3:13] |f:0.1,3.4.5.6,9.10|. Procedure: Under ice cooling and agitation, 818 mg of tert-butylaminoacetonitrile hydrochloride and 1.2 g of 7-hydroxyindole-2-carboxylic acid n-butyl ester are added to a solution of 2.7 g of aluminum chloride in 20 ml of nitrobenzene. Then gaseous hydrogen chloride is introduced into the mixture at 0° to 3° C. for 7 hours, the reaction mixture is stirred for 16 hours at 0°-3° C., and then poured into ice water. The mixture is agitated for 10 minutes and then the precipitate is vacuum-filtered. The precip... The reactants are O=[O+][O-] (O3), C(C1=CC=CC=C1)(=O)OCC1(C(C1)C=C)COC(C1=CC=CC=C1)=O (1,1-bis(benzoyloxymethyl)-2-vinylcyclopropane), [BH4-].[Na+] (NaBH4). Run in C1CCCCC1.C(C)(=O)OCC (cyclohexane ethyl acetate), C(Cl)Cl (CH2Cl2). Reaction conditions: time 1.5 hour. Product: C(C1=CC=CC=C1)(=O)OCC1(C(C1)CO)COC(C1=CC=CC=C1)=O (1,1-Bis(benzoyloxymethyl)-2-hydroxymethylcyclopropane). Yield: 36.0%. As a reaction SMILES: [C:1]([O:9][CH2:10][C:11]1([CH2:16][O:17][C:18](=[O:25])[C:19]2[CH:24]=[CH:23][CH:22]=[CH:21][CH:20]=2)[CH2:13][CH:12]1[CH:14]=C)(=[O:8])[C:2]1[CH:7]=[CH:6][CH:5]=[CH:4][CH:3]=1.[O:26]=[O+][O-].[BH4-].[Na+]>C(Cl)Cl.C1CCCCC1.C(OCC)(=O)C>[C:18]([O:17][CH2:16][C:11]1([CH2:10][O:9][C:1](=[O:8])[C:2]2[CH:3]=[CH:4][CH:5]=[CH:6][CH:7]=2)[CH2:13][CH:12]1[CH2:14][OH:26])(=[O:25])[C:19]1[CH:24]=[CH:23][CH:22]=[CH:21][CH:20]=1 |f:2.3,5.6|. Procedure: A solution of 11 g (33 mmoles) of 1,1-bis(benzoyloxymethyl)-2-vinylcyclopropane in 200 ml of CH2Cl2 was cooled to -70° and stirred while a stream of O3 was introduced over a period of 30 minutes, at which time a permanent blue color was obtained. TLC in cyclohexane-ethyl acetate (4:1) indicated that the starting material was no longer present and several new more polar products (Rf 0.55, 0.5, 0.47, 0.4) had been formed. The reaction mixture was treated with 6.6 g (174 mmoles) of NaBH4 and the co... The reactants are C(C=C)OC1(CCN(CC1)C1=C(C(=NC=2N1N=C(C2)CN(CC2=C(C=C(C=C2)C)O[C@@H](C)CC=C)C2CC2)C)[C@@H](C(=O)OCC)OC(C)(C)C)C ((S)-ethyl 2-(7-(4-(allyloxy)-4-methylpiperidin-1-yl)-2-((cyclopropyl(4-methyl-2-((S)-pent-4-en-2-yloxy)benzyl)amino)methyl)-5-methylpyrazolo[1,5-a]pyrimidin-6-yl)-2-(tert-butoxy)acetate), II, [BH4-].[Na+] (NaBH4). Reagents/catalysts: catalyst. The solvent is C(Cl)Cl (DCM), O (water). Reaction conditions: time 1 hour. Yields the product C(C)(C)(C)O[C@H](C(=O)OCC)C1=C2N3CCC(OCCCC[C@@H](OC=4C=C(C=CC4CN(CC4=NN2C(N=C1C)=C4)C4CC4)C)C)(CC3)C (ethyl (2S)-2-(tert-butoxy)-2-[(20S)-11-cyclopropyl-4,16,20,26-tetramethyl-19,25-dioxa-1,5,7,8,11-pentaazapentacyclo[24.2.2.16,9.02,7.013,18]hentriaconta-2,4,6(31),8,13(18),14,16-heptaen-3-yl]acetate). Isolated yield 83.6%. Reaction SMILES: [CH2:1]([O:4][C:5]1([CH3:51])[CH2:10][CH2:9][N:8]([C:11]2[N:16]3[N:17]=[C:18]([CH2:20][N:21]([CH:36]4[CH2:38][CH2:37]4)[CH2:22][C:23]4[CH:28]=[CH:27][C:26]([CH3:29])=[CH:25][C:24]=4[O:30][C@H:31]([CH2:33][CH:34]=C)[CH3:32])[CH:19]=[C:15]3[N:14]=[C:13]([CH3:39])[C:12]=2[C@H:40]([O:46][C:47]([CH3:50])([CH3:49])[CH3:48])[C:41]([O:43][CH2:44][CH3:45])=[O:42])[CH2:7][CH2:6]1)[CH:2]=C.[BH4-].[Na+]>C(Cl)Cl.O>[C:47]([O:46][C@@H:40]([C:12]1[C:13]([CH3:39])=[N:14][C:15]2=[CH:19][C:18]3=[N:17][N:16]2[C:11]=1[N:8]1[CH2:7][CH2:6][C:5]([CH3:51])([O:4][CH2:1][CH2:2][CH2:34][CH2:33][C@H:31]([CH3:32])[O:30][C:24]2[CH:25]=[C:26]([CH3:29])[CH:27]=[CH:28][C:23]=2[CH2:22][N:21]([CH:36]2[CH2:37][CH2:38]2)[CH2:20]3)[CH2:10][CH2:9]1)[C:41]([O:43][CH2:44][CH3:45])=[O:42])([CH3:50])([CH3:49])[CH3:48] |f:1.2|. Reported procedure: A mixture of (S)-ethyl 2-(7-(4-(allyloxy)-4-methylpiperidin-1-yl)-2-((cyclopropyl(4-methyl-2-((S)-pent-4-en-2-yloxy)benzyl)amino)methyl)-5-methylpyrazolo[1,5-a]pyrimidin-6-yl)-2-(tert-butoxy)acetate (90 mg, 0.128 mmol) and Grubb's II catalyst (10.89 mg, 0.013 mmol) in DCM (80 mL) was refluxed for 2 h. It was then concentrated and the residue was dissolved in MeOH (2 mL). NaBH4 (4.85 mg, 0.128 mmol) was added and the reaction was stirred at rt for 1 h. It was then diluted with water, extracted wi... Reactants: CN1C2C(C3C=C(C=CC13)O)CCC2NCC2=CC=CC=C2 (1,2,3,3a,4,8a-hexahydro-4-methyl-3-phenylmethylaminocyclopent[b]indol-7-ol). The reagents and catalysts are [OH-].[OH-].[Pd+2] (Palladium hydroxide on carbon). Run in C(C)O (ethanol). Product: CN1C=2C(=C3CC(=CC=C13)O)C=CC2.NC2CCC1C2N(C2C=CC(=CC12)O)C (3-amino-1,2,3,3a,4,8a-hexahydro-4-methylcyclopent[b]indol-7-ol 4-methylcyclopent[b]indol-7-ol). Yield: 115.7%. Reaction SMILES: [CH3:1][N:2]1[CH:10]2[CH:5]([CH:6]=[C:7]([OH:11])[CH:8]=[CH:9]2)[CH:4]2[CH2:12][CH2:13][CH:14]([NH:15]CC3C=CC=CC=3)[CH:3]12>C(O)C.[OH-].[OH-].[Pd+2]>[CH3:1][N:2]1[C:10]2[C:5]([CH2:6][C:7]([OH:11])=[CH:8][CH:9]=2)=[C:4]2[CH:12]=[CH:13][CH:14]=[C:3]12.[NH2:15][CH:14]1[CH:3]2[N:2]([CH3:1])[CH:10]3[CH:5]([CH:4]2[CH2:12][CH2:13]1)[CH:6]=[C:7]([OH:11])[CH:8]=[CH:9]3 |f:2.3.4,5.6|. Reported procedure: 20% Palladium hydroxide on carbon (1.4 g) was added to a solution of 1,2,3,3a,4,8a-hexahydro-4-methyl-3-phenylmethylaminocyclopent[b]indol-7-ol (14 grams) in ethanol (100 ml) and the mixture was hydrogenated at 45 psi H2 pressure using a Parr apparatus at 50° C. for 5 hours. The mixture was filtered and the solution was concentrated to give 3-amino-1,2,3,3a,4,8a-hexahydro-4-methylcyclopent[b]indol-7-ol 4-methylcyclopent[b]indol-7-ol (10.7 grams). Starting materials: ClC=1C=C(CN2C(C3=C(C(N4C(=C3CC2)C(N(CC(CC4)N4CCCC4)C)=O)=O)O)=O)C=CC1F (11-(3-chloro-4-fluorobenzyl)-9-hydroxy-2-methyl-4-pyrrolidin-1-yl-3,4,5,6,12,13-hexahydro-2H[1,4]diazocino[2,1-a]-2,6-naphthyridine-1,8,10(11H)-trione), Br (hydrogen bromide), C(C)(=O)O (acetic acid). Solvent: O1CCOCC1 (dioxane). Conditions: time 1.5 hour. Product: ClC=1C=C(CN2C(C3=C(C(N4C(=C3CC2)C(N(CC(CC4)=O)C)=O)=O)O)=O)C=CC1F (11-(3-Chloro-4-fluorobenzyl)-9-hydroxy-2-methyl-5,6,12,13-tetrahydro-2H[1,4]diazocino[2,1-a]-2,6-naphthyridine-1,4,8,10(3H, 1H)-tetrone). As a reaction SMILES: [Cl:1][C:2]1[CH:3]=[C:4]([CH:32]=[CH:33][C:34]=1[F:35])[CH2:5][N:6]1[CH2:15][CH2:14][C:13]2[C:8](=[C:9]([OH:30])[C:10](=[O:29])[N:11]3[CH2:21][CH2:20][CH:19](N4CCCC4)[CH2:18][N:17]([CH3:27])[C:16](=[O:28])[C:12]3=2)[C:7]1=[O:31].Br.C(O)(=[O:39])C>O1CCOCC1>[Cl:1][C:2]1[CH:3]=[C:4]([CH:32]=[CH:33][C:34]=1[F:35])[CH2:5][N:6]1[CH2:15][CH2:14][C:13]2[C:8](=[C:9]([OH:30])[C:10](=[O:29])[N:11]3[CH2:21][CH2:20][C:19](=[O:39])[CH2:18][N:17]([CH3:27])[C:16](=[O:28])[C:12]3=2)[C:7]1=[O:31]. Reported procedure: A mixture of 11-(3-chloro-4-fluorobenzyl)-9-hydroxy-2-methyl-4-pyrrolidin-1-yl-3,4,5,6,12,13-hexahydro-2H[1,4]diazocino[2,1-a]-2,6-naphthyridine-1,8,10(11H)-trione (40 mg, 0.08 mmol) and 33% hydrogen bromide in acetic acid (0.5 mL) in dioxane (1 mL) was stirred at room temperature for 1.5 hour. The product mixture was concentrated under vacuum. The residue was dissolved in DMSO and subjected to reverse phase column chromatography on C-18 stationary phase eluted with a 95-5% water-acetonitrile gr... Starting materials: BrC(CO)(C)C (2-Bromo-2-methylpropanol), N1=C(C=CC=C1)NC([S-])=S.C(C)[NH+](CC)CC (triethylammonium pyrid-2-yl-dithiocarbamate). Run in C(C)#N (acetonitrile). Run at temperature 2 celsius, time 1 hour. Yields the product CC1(C(N(C(S1)=S)C1=NC=CC=C1)O)C (5,5-Dimethyl-4-hydroxy-3-(pyrid-2-yl)-thiazolidine-2-thione). Yield: 70.7%. As a reaction SMILES: Br[C:2]([CH3:6])([CH3:5])[CH2:3][OH:4].[N:7]1[CH:12]=[CH:11][CH:10]=[CH:9][C:8]=1[NH:13][C:14](=[S:16])[S-:15].C([NH+](CC)CC)C>C(#N)C>[CH3:5][C:2]1([CH3:6])[S:16][C:14](=[S:15])[N:13]([C:8]2[CH:9]=[CH:10][CH:11]=[CH:12][N:7]=2)[CH:3]1[OH:4] |f:1.2|. Procedure: 2-Bromo-2-methylpropanol (39.7 g) is added, at about 5° C., to a suspension of triethylammonium pyrid-2-yl-dithiocarbamate (71.2 g) in anhydrous acetonitrile (330 cc). The reaction is allowed to proceed for 1 hour at 20° C. The insoluble triethylamine hydrobromide is removed by filtration. The acetonitrile is evaporated off under reduced pressure (20 mm Hg) at 40° C. The residual oil is treated with methylene chloride (300 cc). The organic solution is washed twice with distilled water (100 cc in...